Dataset: the Open Reaction Database (ORD), a public repository of structured organic reaction records. Task: describe an organic reaction: reactants, conditions, products, and yield Reactants: C(#N)C1=C(OC2CCC(CC2)C(=O)O)C=CC=C1[N+](=O)[O-] (4-(2-cyano-3-nitrophenoxy)cyclohexanecarboxylic acid), Cl.CN (methylamine hydrochloride). Product: C(#N)C1=C(OC2CCC(CC2)C(=O)NC)C=CC=C1[N+](=O)[O-] (4-(2-cyano-3-nitrophenoxy)-N-methylcyclohexanecarboxamide). RXN SMILES: [C:1]([C:3]1[C:18]([N+:19]([O-:21])=[O:20])=[CH:17][CH:16]=[CH:15][C:4]=1[O:5][CH:6]1[CH2:11][CH2:10][CH:9]([C:12]([OH:14])=O)[CH2:8][CH2:7]1)#[N:2].Cl.[CH3:23][NH2:24]>>[C:1]([C:3]1[C:18]([N+:19]([O-:21])=[O:20])=[CH:17][CH:16]=[CH:15][C:4]=1[O:5][CH:6]1[CH2:7][CH2:8][CH:9]([C:12]([NH:24][CH3:23])=[O:14])[CH2:10][CH2:11]1)#[N:2] |f:1.2|. Reported procedure: Prepared as in Example 24a from 4-(2-cyano-3-nitrophenoxy)cyclohexanecarboxylic acid (Example 154d) and methylamine hydrochloride as an orange solid (80%). MS 304 (MH+). Reactants: NC=1SC(=C(N1)C(=O)N1[C@@H]([C@H]2C[C@H]2C1)CN)C1=CC(=CC=C1)F ([2-Amino-5-(3-fluoro-phenyl)-thiazol-4-yl]-((1S,2S,5R)-2-aminomethyl-3-aza-bicyclo[3.1.0]hex-3-yl)-methanone), CC1=NOC(=C1C(=O)O)C (3,5-Dimethyl-isoxazole-4-carboxylic acid). Yields the product NC=1SC(=C(N1)C(=O)N1[C@@H]([C@H]2C[C@H]2C1)CNC(=O)C=1C(=NOC1C)C)C1=CC(=CC=C1)F (3,5-Dimethyl-isoxazole-4-carboxylic Acid{(1S,2S,5R)-3-[2-amino-5-(3-fluoro-phenyl)-thiazole-4-carbonyl]-3-aza-bicyclo[3.1.0]hex-2-ylmethyl}-amide). As a reaction SMILES: [NH2:1][C:2]1[S:3][C:4]([C:17]2[CH:22]=[CH:21][CH:20]=[C:19]([F:23])[CH:18]=2)=[C:5]([C:7]([N:9]2[CH2:14][C@H:13]3[C@H:11]([CH2:12]3)[C@H:10]2[CH2:15][NH2:16])=[O:8])[N:6]=1.[CH3:24][C:25]1[C:29]([C:30](O)=[O:31])=[C:28]([CH3:33])[O:27][N:26]=1>>[NH2:1][C:2]1[S:3][C:4]([C:17]2[CH:22]=[CH:21][CH:20]=[C:19]([F:23])[CH:18]=2)=[C:5]([C:7]([N:9]2[CH2:14][C@H:13]3[C@H:11]([CH2:12]3)[C@H:10]2[CH2:15][NH:16][C:30]([C:29]2[C:25]([CH3:24])=[N:26][O:27][C:28]=2[CH3:33])=[O:31])=[O:8])[N:6]=1. Procedure: prepared by reaction of [2-Amino-5-(3-fluoro-phenyl)-thiazol-4-yl]-((1S,2S,5R)-2-aminomethyl-3-aza-bicyclo[3.1.0]hex-3-yl)-methanone with 3,5-Dimethyl-isoxazole-4-carboxylic acid. LC-MS (basic): tR=0.75 min; [M+H]+=456.3. Reactants: COCCOC(=O)CC(C)=O, C1CCNCC1, CC(=O)O, CC(C)O, O=Cc1ccc(F)cc1F. Yields the product COCCOC(=O)C(=Cc1ccc(F)cc1F)C(C)=O. Reaction SMILES: [C:11]([CH2:12][C:13](=[O:14])[CH3:15])(=[O:16])[O:17][CH2:18][CH2:19][O:20][CH3:21].[CH2:22]1[CH2:23][CH2:24][NH:25][CH2:26][CH2:27]1.[CH3:28][C:29](=[O:30])[OH:31].[CH:32]([OH:33])([CH3:34])[CH3:35].[F:1][c:2]1[c:3]([CH:4]=[O:5])[cH:6][cH:7][c:8]([F:10])[cH:9]1>>[F:1][c:2]1[c:3]([CH:4]=[C:12]([C:11](=[O:16])[O:17][CH2:18][CH2:19][O:20][CH3:21])[C:13](=[O:14])[CH3:15])[cH:6][cH:7][c:8]([F:10])[cH:9]1. Yields the product O=C1C(CC2=CC(=C(C(=C12)Cl)Cl)OCC(=O)O)(C(C)C)CCC(C)O ([1-oxo-2-(3-hydroxybutyl)-2-isopropyl-6,7-dichloro-5-indanyloxy]acetic acid). The reactants are [BH4-].[K+] (potassium borohydride), O=C1C(CC2=CC(=C(C(=C12)Cl)Cl)OCC(=O)O)(CCC(C)=O)C(C)C ([1-oxo-2-isopropyl-2-(3-oxobutyl)-6,7-dichloro-5-indanyloxy]acetic acid), Cl (hydrochloric acid). Reported procedure: A stirred suspension of [1-oxo-2-isopropyl-2-(3-oxobutyl)-6,7-dichloro-5-indanyloxy]acetic acid (2.0 g., 0.0052 mole) in water (50 ml.) is cooled to 5° C. and treated over a 1/2 hour period with a solution of potassium borohydride (0.6 g., 0.11 mole). The reaction is stirred at 10°-15° C. for 1/2 hour then acidified with dilute aqueous hydrochloric acid affording [1-oxo-2-(3-hydroxybutyl)-2-isopropyl-6,7-dichloro-5-indanyloxy]acetic acid as a white solid which is filtered, rinsed with water and ... As a reaction SMILES: [O:1]=[C:2]1[C:10]2[C:5](=[CH:6][C:7]([O:13][CH2:14][C:15]([OH:17])=[O:16])=[C:8]([Cl:12])[C:9]=2[Cl:11])[CH2:4][C:3]1([CH:23]([CH3:25])[CH3:24])[CH2:18][CH2:19][C:20](=[O:22])[CH3:21].[BH4-].[K+].Cl>O>[O:1]=[C:2]1[C:10]2[C:5](=[CH:6][C:7]([O:13][CH2:14][C:15]([OH:17])=[O:16])=[C:8]([Cl:12])[C:9]=2[Cl:11])[CH2:4][C:3]1([CH2:18][CH2:19][CH:20]([OH:22])[CH3:21])[CH:23]([CH3:25])[CH3:24] |f:1.2|. Run in O (water). Run at temperature 5 celsius, time 0.5 hour. Starting materials: C1CCOC1, Cc1cccc(C)c1CO, CC(C)OC(=O)N=NC(=O)OC(C)C, N#Cc1cccc(O)c1, c1ccc(P(c2ccccc2)c2ccccc2)cc1. Yields the product Cc1cccc(C)c1COc1cccc(C#N)c1. Reaction SMILES: [CH2:53]1[O:54][CH2:55][CH2:56][CH2:57]1.[CH3:1][c:2]1[c:3]([CH2:4][OH:5])[c:6]([CH3:10])[cH:7][cH:8][cH:9]1.[O:11]=[C:12]([O:13][CH:14]([CH3:15])[CH3:16])[N:17]=[N:18][C:19]([O:20][CH:21]([CH3:22])[CH3:23])=[O:24].[OH:25][c:26]1[cH:27][c:28]([C:29]#[N:30])[cH:31][cH:32][cH:33]1.[c:34]1([P:35]([c:36]2[cH:37][cH:38][cH:39][cH:40][cH:41]2)[c:42]2[cH:43][cH:44][cH:45][cH:46][cH:47]2)[cH:48][cH:49][cH:50][cH:51][cH:52]1>>[CH3:1][c:2]1[c:3]([CH2:4][O:5][c:26]2[cH:27][c:28]([C:29]#[N:30])[cH:31][cH:32][cH:33]2)[c:6]([CH3:10])[cH:7][cH:8][cH:9]1. Reactants: O=C(Cl)c1ccccc1, CN1CCCC1=O, Nc1ccc(Oc2ccc3nccn3n2)cc1. The product is O=C(Nc1ccc(Oc2ccc3nccn3n2)cc1)c1ccccc1. As a reaction SMILES: [C:18]([c:19]1[cH:20][cH:21][cH:22][cH:23][cH:24]1)(=[O:25])[Cl:26].[CH3:27][N:28]1[CH2:29][CH2:30][CH2:31][C:32]1=[O:33].[n:1]1[cH:2][cH:3][n:4]2[n:5][c:6]([O:10][c:11]3[cH:12][cH:13][c:14]([NH2:15])[cH:16][cH:17]3)[cH:7][cH:8][c:9]12>>[n:1]1[cH:2][cH:3][n:4]2[n:5][c:6]([O:10][c:11]3[cH:12][cH:13][c:14]([NH:15][C:18]([c:19]4[cH:20][cH:21][cH:22][cH:23][cH:24]4)=[O:25])[cH:16][cH:17]3)[cH:7][cH:8][c:9]12.